Dataset: the Open Reaction Database (ORD), a public repository of structured organic reaction records. Task: describe an organic reaction: reactants, conditions, products, and yield Reactants: [O-]S(=O)[O-].[Na+].[Na+] (Na2SO3), ClC1=CC(=CC=C1)C(=O)OO (3-Chloroperbenzoic acid), ice, C(C1=CC=CC=C1)OC1=CC=C(C=C1)OCC(=C)C (1-(benzyloxy)-4-[(2-methyl-2-propenyl)oxy]benzene), Na2HPO4. Solvent: C(Cl)Cl (CH2Cl2). Conditions: time 3.5 hour. Yields the product C(C1=CC=CC=C1)OC1=CC=C(OCC2(OC2)C)C=C1 (2-{[4-(benzyloxy)phenoxy]methyl}-2-methyloxirane). Isolated yield 86.4%. RXN SMILES: ClC1C=CC=C(C(OO)=[O:9])C=1.[CH2:12]([O:19][C:20]1[CH:25]=[CH:24][C:23]([O:26][CH2:27][C:28]([CH3:30])=[CH2:29])=[CH:22][CH:21]=1)[C:13]1[CH:18]=[CH:17][CH:16]=[CH:15][CH:14]=1.[O-]S([O-])=O.[Na+].[Na+]>C(Cl)Cl>[CH2:12]([O:19][C:20]1[CH:21]=[CH:22][C:23]([O:26][CH2:27][C:28]2([CH3:30])[CH2:29][O:9]2)=[CH:24][CH:25]=1)[C:13]1[CH:14]=[CH:15][CH:16]=[CH:17][CH:18]=1 |f:2.3.4|. Reported procedure: 3-Chloroperbenzoic acid (1.43 g of 50%, 4.14 mmol) was added to an ice-cooled mixture of 94 (500 mg, 1.97 mmol) and powdered Na2HPO4 (974 mg, 6.86 mmol) in CH2Cl2 (20 mL), and the resulting mixture was stirred at room temperature for 3.5 h. Cold aqueous Na2SO3 (50 mL of 10%) was added, and the mixture was extracted with CH2Cl2 (3×50 mL). The extracts were sequentially washed with cold aqueous Na2SO3 (50 mL of 10%), aqueous NaHCO3 (50 mL) and brine (50 mL). The combined extracts were then evapora... Reactants: C1CNCCN1, CC(=O)O, O=C(Cl)C1CC1. The product is O=C(C1CC1)N1CCNCC1, Cl. As a reaction SMILES: [CH2:1]1[CH2:2][NH:3][CH2:4][CH2:5][NH:6]1.[CH3:13][C:14](=[O:15])[OH:16].[CH:7]1([C:10](=[O:11])[Cl:12])[CH2:8][CH2:9]1>>[CH2:1]1[CH2:2][N:3]([C:10]([CH:7]2[CH2:8][CH2:9]2)=[O:11])[CH2:4][CH2:5][NH:6]1.[ClH:12]. Reactants: OC=1C=C(C=CC1OC)C(=O)C1=C(C=C(C(=C1)OC)OC)C(C(C)=O)CC (3-{2-[(3-hydroxy-4-methoxyphenyl)carbonyl]-4,5-dimethoxyphenyl}pentan-2-one), NN (hydrazine). Yields the product OC=1C=C(C=CC1OC)C1=NN=C(C(C2=C1C=C(C(=C2)OC)OC)CC)C (1-(3-hydroxy-4-methoxyphenyl)-4-methyl-5-ethyl-7,8-dimethoxy-5H-2,3-benzodiazepine). As a reaction SMILES: [OH:1][C:2]1[CH:3]=[C:4]([C:10]([C:12]2[CH:17]=[C:16]([O:18][CH3:19])[C:15]([O:20][CH3:21])=[CH:14][C:13]=2[CH:22]([CH2:26][CH3:27])[C:23](=O)[CH3:24])=O)[CH:5]=[CH:6][C:7]=1[O:8][CH3:9].[NH2:28][NH2:29]>>[OH:1][C:2]1[CH:3]=[C:4]([C:10]2[C:12]3[CH:17]=[C:16]([O:18][CH3:19])[C:15]([O:20][CH3:21])=[CH:14][C:13]=3[CH:22]([CH2:26][CH3:27])[C:23]([CH3:24])=[N:29][N:28]=2)[CH:5]=[CH:6][C:7]=1[O:8][CH3:9]. Procedure details: Annulation of 3-{2-[(3-hydroxy-4-methoxyphenyl)carbonyl]-4,5-dimethoxyphenyl}pentan-2-one by reaction with hydrazine to yield 1-(3-hydroxy-4-methoxyphenyl)-4-methyl-5-ethyl-7,8-dimethoxy-5H-2,3-benzodiazepine. Reactants: COc1cccc(O)c1, CS(C)=O, ClCc1nccn1C1CCCO1, Cl, [K+], [K+], O=C([O-])[O-], O. The product is COc1cccc(OCc2nccn2C2CCCO2)c1. RXN SMILES: [CH3:14][O:15][c:16]1[cH:17][cH:18][cH:19][c:20]([OH:21])[cH:22]1.[CH3:23][S:24]([CH3:25])=[O:26].[Cl:2][CH2:3][c:4]1[n:5]([CH:9]2[O:10][CH2:11][CH2:12][CH2:13]2)[cH:6][cH:7][n:8]1.[ClH:1].[K+:27].[K+:28].[O-:29][C:30]([O-:31])=[O:32].[OH2:33]>>[CH2:3]([c:4]1[n:5]([CH:9]2[O:10][CH2:11][CH2:12][CH2:13]2)[cH:6][cH:7][n:8]1)[O:21][c:20]1[cH:19][cH:18][cH:17][c:16]([O:15][CH3:14])[cH:22]1. Reactants: C(C)(C)C=1NC=CN1 (2-isopropylimidazole), N(=C=O)C[Si](C)(OC)OC ((isocyanatomethyl)dimethoxy(methyl)silane). Solvent: C(C)(=O)OCC (ethyl acetate). Reaction conditions: time 60 minute. Yields the product C(C)(C)C=1N(C=CN1)C(NC[Si](C)(OC)OC)=O (2-isopropyl-1-{[dimethoxy-(methyl)silyl]methylcarbamoyl}imidazole). RXN SMILES: [CH:1]([C:4]1[NH:5][CH:6]=[CH:7][N:8]=1)([CH3:3])[CH3:2].[N:9]([CH2:12][Si:13]([O:17][CH3:18])([O:15][CH3:16])[CH3:14])=[C:10]=[O:11]>C(OCC)(=O)C>[CH:1]([C:4]1[N:5]([C:10](=[O:11])[NH:9][CH2:12][Si:13]([O:17][CH3:18])([O:15][CH3:16])[CH3:14])[CH:6]=[CH:7][N:8]=1)([CH3:3])[CH3:2]. Procedure: A stirred solution conditioned at a temperature of 50° C. of 3.00 g of 2-isopropylimidazole in 50 ml of ethyl acetate was admixed dropwise with 4.39 g of (isocyanatomethyl)dimethoxy(methyl)silane and the mixture was stirred for 60 min. This gave 2-isopropyl-1-{[dimethoxy(methyl)silyl]-methylcarbamoyl}imidazole after filtration as a colorless solid in quantitative yield with a purity of >95% (analysis by 29Si and 1H NMR). Starting materials: solid, ClC1=CC=C(C=C1)C1=NC2=C(N1C(CO)C1CCCCC1)C=CC=C2 (2-[2-(4-chloro-phenyl)-benzoimidazol-1-yl]-2-cyclohexyl-ethanol), OC1=CC=C(C(=O)OC)C=C1 (methyl 4-hydroxy-benzoate), N(=NC(=O)OC(C)(C)C)C(=O)OC(C)(C)C (di-tert-butyl azodicarboxylate). The product is COC(C1=CC=C(C=C1)OCC(C1CCCCC1)N1C(=NC2=C1C=CC=C2)C2=CC=C(C=C2)Cl)=O (4-{2-[2-(4-Chloro-phenyl)-benzoimidazol-1-yl]-2-cyclohexyl-ethoxy}-benzoic acid methyl ester). Procedure details: The title compound was prepared in analogy to Example 4, intermediate, from 2-[2-(4-chloro-phenyl)-benzoimidazol-1-yl]-2-cyclohexyl-ethanol and methyl 4-hydroxy-benzoate (commercially available) and replacing di-ethyl azodicarboxylate by di-tert-butyl azodicarboxylate. White solid (58%). MS (Turbo Spray): m/z=489.3 [M+H]. Reaction SMILES: [Cl:1][C:2]1[CH:7]=[CH:6][C:5]([C:8]2[N:12]([CH:13]([CH:16]3[CH2:21][CH2:20][CH2:19][CH2:18][CH2:17]3)[CH2:14][OH:15])[C:11]3[CH:22]=[CH:23][CH:24]=[CH:25][C:10]=3[N:9]=2)=[CH:4][CH:3]=1.O[C:27]1[CH:36]=[CH:35][C:30]([C:31]([O:33][CH3:34])=[O:32])=[CH:29][CH:28]=1.N(C(OC(C)(C)C)=O)=NC(OC(C)(C)C)=O>>[CH3:34][O:33][C:31](=[O:32])[C:30]1[CH:35]=[CH:36][C:27]([O:15][CH2:14][CH:13]([N:12]2[C:11]3[CH:22]=[CH:23][CH:24]=[CH:25][C:10]=3[N:9]=[C:8]2[C:5]2[CH:6]=[CH:7][C:2]([Cl:1])=[CH:3][CH:4]=2)[CH:16]2[CH2:21][CH2:20][CH2:19][CH2:18][CH2:17]2)=[CH:28][CH:29]=1.